This data is from the Open Reaction Database (ORD), a public repository of structured organic reaction records. The task is: describe an organic reaction: reactants, conditions, products, and yield Starting materials: polystyrene, ( 87.5/12.5 ), ( 90.3/9.7 ), C(C(F)(F)F)(C(F)(F)F)F.COCCOC (HFC-227ea DME). Run in COCCOC (DME), polystyrene. Yields the product C(C(F)(F)F)(C(F)(F)F)F (HFC-227ea), polystyrene. RXN SMILES: [CH:1]([F:10])([C:6]([F:9])([F:8])[F:7])[C:2]([F:5])([F:4])[F:3].COCCOC>COCCOC>[CH:1]([F:10])([C:6]([F:9])([F:8])[F:7])[C:2]([F:5])([F:4])[F:3] |f:0.1|. Reported procedure: The solubility of the FC-218/DME azeotrope (90.3/9.7) and the HFC-227ea/DME azeotrope (87.5/12.5) in polystyrene was determined by combining a piece of polystyrene (about 2.5 cm long, 0.5 cm wide and 0.05 cm thick) with about 50 g azeotrope. The azeotropes, FC-218 and HFC-227ea showed little or no solvency for polystyrene, producing no plasticization of the thermoplastic polymer. The data are summarized in Table IV. Reagents/catalysts: [Cu]I (Copper (I) iodide). The product is NC1=C(C=NN1C1=CC2=C(NC(=N2)C)C=C1)C(=O)C=1N(C2=CC=CC(=C2C1)NCCOC)S(=O)(=O)C1=CC=C(C=C1)C ([5-amino-1-(2-methyl-1H-benzimidazol-5-yl)-1H-pyrazol-4-yl]-[4-(2-methoxy-ethylamino)-1-(toluene-4-sulfonyl)-1H-indol-2-yl]-methanone). Procedure: Copper (I) iodide (16 mg, 0.086 mmol), L-proline (37 mg, 0.32 mmol), and [5-amino-1-(2-methyl-1H-benzimidazol-5-yl)-1H-pyrazol-4-yl]-[6-iodo-1-(toluene-4-sulfonyl)-1H-indol-2-yl]-methanone (104 mg) were dissolved in anhydrous dimethylsulfoxide (DMSO), and then 1,8-diazabicyclo[5.4.0]undec-7-ene (49 μl) and 2-methoxyethylamine (43 μl) were added thereto. The mixture was heated at 80° C. with stirring under a nitrogen atmosphere for 18 hours. After the reaction mixture was cooled to room temperatu... Solvent: CS(=O)C (dimethylsulfoxide). Reactants: O.N (ammonia water), N12CCCCCC2=NCCC1 (1,8-diazabicyclo[5.4.0]undec-7-ene), COCCN (2-methoxyethylamine), N1[C@H](C(=O)O)CCC1 (L-proline), NC1=C(C=NN1C1=CC2=C(NC(=N2)C)C=C1)C(=O)C=1N(C2=CC(=CC=C2C1)I)S(=O)(=O)C1=CC=C(C=C1)C ([5-amino-1-(2-methyl-1H-benzimidazol-5-yl)-1H-pyrazol-4-yl]-[6-iodo-1-(toluene-4-sulfonyl)-1H-indol-2-yl]-methanone). Reaction conditions: temperature 80 celsius, time 18 hour. Reaction SMILES: N1CCC[C@H]1C(O)=O.[NH2:9][C:10]1[N:14]([C:15]2[CH:24]=[CH:23][C:18]3[NH:19][C:20]([CH3:22])=[N:21][C:17]=3[CH:16]=2)[N:13]=[CH:12][C:11]=1[C:25]([C:27]1[N:28]([S:37]([C:40]2[CH:45]=[CH:44][C:43]([CH3:46])=[CH:42][CH:41]=2)(=[O:39])=[O:38])[C:29]2[C:34]([CH:35]=1)=[CH:33][CH:32]=[C:31](I)[CH:30]=2)=[O:26].N12CCCN=C1CCCCC2.[CH3:58][O:59][CH2:60][CH2:61][NH2:62].O.N>CS(C)=O.[Cu]I>[NH2:9][C:10]1[N:14]([C:15]2[CH:24]=[CH:23][C:18]3[NH:19][C:20]([CH3:22])=[N:21][C:17]=3[CH:16]=2)[N:13]=[CH:12][C:11]=1[C:25]([C:27]1[N:28]([S:37]([C:40]2[CH:45]=[CH:44][C:43]([CH3:46])=[CH:42][CH:41]=2)(=[O:39])=[O:38])[C:29]2[C:34]([CH:35]=1)=[C:33]([NH:62][CH2:61][CH2:60][O:59][CH3:58])[CH:32]=[CH:31][CH:30]=2)=[O:26] |f:4.5|. The reactants are N12CCCCCC2=NCCC1 (1,8-diazabicyclo[5.4.0]undec-7-ene), C1(=CC=CC=C1)C=1C(=NC=CC1)S(=O)(=O)S(=O)(=O)N (3-phenyl-pyridin-2-ylsulfonylsulfonamide), COC1=NC(=NC(=C1)OC)N(C([O-])=O)C1=CC=CC=C1 (N-(4,6-dimethoxy-pyrimidin-2-yl)-phenylcarbamat), CS(=O)(=O)O (methanesulfonic acid), ice water. Run in C(C)#N (acetonitrile), C(C)#N (acetonitrile). Conditions: time 16 hour. Yields the product C1(=CC=CC=C1)C=1C(=NC=CC1)S(=O)(=O)NC(=O)NC1=NC(=CC(=N1)OC)OC (N-(3-phenyl-pyridin-2-ylsulfonyl)-N'-(4,6-dimethoxypyrimidin-2-yl) urea). As a reaction SMILES: [C:1]1([C:7]2[C:8]([S:13](S(N)(=O)=O)(=[O:15])=[O:14])=[N:9][CH:10]=[CH:11][CH:12]=2)[CH:6]=[CH:5][CH:4]=[CH:3][CH:2]=1.[CH3:20][O:21][C:22]1[CH:27]=[C:26]([O:28][CH3:29])[N:25]=[C:24]([N:30](C2C=CC=CC=2)[C:31](=[O:33])[O-])[N:23]=1.[N:40]12CCCN=C1CCCCC2.CS(O)(=O)=O>C(#N)C>[C:1]1([C:7]2[C:8]([S:13]([NH:40][C:31]([NH:30][C:24]3[N:23]=[C:22]([O:21][CH3:20])[CH:27]=[C:26]([O:28][CH3:29])[N:25]=3)=[O:33])(=[O:15])=[O:14])=[N:9][CH:10]=[CH:11][CH:12]=2)[CH:6]=[CH:5][CH:4]=[CH:3][CH:2]=1. Reported procedure: 1.9 g of 3-phenyl-pyridin-2-ylsulfonylsulfonamide and 2.2 g of N-(4,6-dimethoxy-pyrimidin-2-yl)-phenylcarbamat are dispersed in 40 ml of acetonitrile. A solution of 1.2 ml 1,8-diazabicyclo[5.4.0]undec-7-ene in 5 ml of acetonitrile are added dropwise, whereby a clear solution is obtained. This reaction solution is kept at room temperature for 16 hours. Then 0.7 ml of methanesulfonic acid and subsequently 15 ml of ice-water are added. A colourless percipitate is formed, which is collected, washed ...